From a dataset of the Open Reaction Database (ORD), a public repository of structured organic reaction records. describe an organic reaction: reactants, conditions, products, and yield Reactants: FC=1C=NC(=NC1)Cl (5-Fluoro-2-chloropyrimidine), C(C)(C)N(CC)C(C)C (diisopropylethylamine), [Cl-].S1N=CC=C1[C@@]12N=C(SC[C@@H]1C[NH2+]C2)NC(C2=CC=CC=C2)=O (N-[(4aR,7aR)-7a-isothiazol-5-yl-4a,5,6,7-tetrahydro-4H-pyrrolo[3,4-d][1,3]thiazin-6-ium-2-yl]benzamide chloride), crude mixture, O (water). The solvent is CN1C(CCC1)=O (N-methylpyrrolidone). Reaction conditions: temperature 100 celsius. The product is FC=1C=NC(=NC1)N1C[C@@]2(N=C(SC[C@@H]2C1)NC(C1=CC=CC=C1)=O)C1=CC=NS1 (N-[(4aR,7aR)-6-(5-Fluoropyrimidin-2-yl)-7a-isothiazol-5-yl-4,4a,5,7-tetrahydropyrrolo[3,4-d][1,3]thiazin-2-yl]benzamide). Isolated yield 0.1%. As a reaction SMILES: [F:1][C:2]1[CH:3]=[N:4][C:5](Cl)=[N:6][CH:7]=1.C(N(C(C)C)CC)(C)C.[Cl-].[S:19]1[C:23]([C@:24]23[CH2:32][NH2+:31][CH2:30][C@H:29]2[CH2:28][S:27][C:26]([NH:33][C:34](=[O:41])[C:35]2[CH:40]=[CH:39][CH:38]=[CH:37][CH:36]=2)=[N:25]3)=[CH:22][CH:21]=[N:20]1.O>CN1CCCC1=O>[F:1][C:2]1[CH:3]=[N:4][C:5]([N:31]2[CH2:30][C@@H:29]3[C@@:24]([C:23]4[S:19][N:20]=[CH:21][CH:22]=4)([N:25]=[C:26]([NH:33][C:34](=[O:41])[C:35]4[CH:36]=[CH:37][CH:38]=[CH:39][CH:40]=4)[S:27][CH2:28]3)[CH2:32]2)=[N:6][CH:7]=1 |f:2.3|. Reported procedure: 5-Fluoro-2-chloropyrimidine (58 mL, 608.3 mol), and diisopropylethylamine (227 mL 1.30 mol, 227.3 mL) is added to N-[(4aR,7aR)-7a-isothiazol-5-yl-4a,5,6,7-tetrahydro-4H-pyrrolo[3,4-d][1,3]thiazin-6-ium-2-yl]benzamide chloride (174.2 g, 434.5 mol), in N-methylpyrrolidone (1.4 L) at 22° C. and stirred. The reaction is heated at 100° C. for 4 hours and then cooled to room temperature. The crude mixture is added to water (14 L) and then stirred 1 hour. A white solid is collected by filtration and dr... The reactants are COC(=O)C=1SC(=CC1Cl)CO (3-chloro-5-hydroxymethyl-thiophene-2-carboxylic acid methyl ester), I(=O)(=O)(=O)O (Periodic Acid). The reagents and catalysts are C=1C=C[NH+]=CC1.[O-][Cr](=O)(=O)Cl (PCC). Solvent: CC#N (MeCN), CCOC(=O)C (EtOAc), CC#N (MeCN). Conditions: time 30 minute. Yields the product COC(=O)C=1SC(=CC1Cl)C(=O)O (3-Chloro-thiophene-2,5-dicarboxylic acid 2-methyl ester). Isolated yield 86.5%. RXN SMILES: [CH3:1][O:2][C:3]([C:5]1[S:6][C:7]([CH2:11][OH:12])=[CH:8][C:9]=1[Cl:10])=[O:4].I(O)(=O)(=O)=[O:14]>CC#N.CCOC(C)=O.C1C=C[NH+]=CC=1.[O-][Cr](Cl)(=O)=O>[CH3:1][O:2][C:3]([C:5]1[S:6][C:7]([C:11]([OH:14])=[O:12])=[CH:8][C:9]=1[Cl:10])=[O:4] |f:4.5|. Procedure details: A mixture of 3-chloro-5-hydroxymethyl-thiophene-2-carboxylic acid methyl ester (1.3 g, 6.29 mmol) and Periodic Acid (3.15 g, 13.84 mmol) in MeCN (40 ml) was stirred for 30 min. A solution of PCC (0.027 g, 0.13 mmol) in MeCN (2 ml) was added. After 5 h, the reaction mixture was diluted with EtOAc (250 ml), washed with sodium sulfite, brine, dried over sodium sulfate, filtered and evaporated. Isolate 1.20 g (86%) of yellow solid product. Reactants: ClC=1C(N(S(C1C1=CC=CC=C1)(=O)=O)CCOC)=O (4-chloro-2-(2-methoxyethyl)-5-phenylisothiazol-3(2H)-one 1,1-dioxide), FC(OC1=CC=C(N)C=C1)F (4-(difluoromethoxy)aniline), H+. Yields the product FC(OC1=CC=C(C=C1)NC=1C(N(S(C1C1=CC=CC=C1)(=O)=O)CCOC)=O)F (4-{[4-(Difluoromethoxy)phenyl]amino}-2-(2-methoxyethyl)-5-phenylisothiazol-3(2H)-one 1,1-dioxide). RXN SMILES: Cl[C:2]1[C:3](=[O:19])[N:4]([CH2:15][CH2:16][O:17][CH3:18])[S:5](=[O:14])(=[O:13])[C:6]=1[C:7]1[CH:12]=[CH:11][CH:10]=[CH:9][CH:8]=1.[F:20][CH:21]([F:30])[O:22][C:23]1[CH:29]=[CH:28][C:26]([NH2:27])=[CH:25][CH:24]=1>>[F:20][CH:21]([F:30])[O:22][C:23]1[CH:24]=[CH:25][C:26]([NH:27][C:2]2[C:3](=[O:19])[N:4]([CH2:15][CH2:16][O:17][CH3:18])[S:5](=[O:14])(=[O:13])[C:6]=2[C:7]2[CH:12]=[CH:11][CH:10]=[CH:9][CH:8]=2)=[CH:28][CH:29]=1. Reported procedure: The title compound was prepared from 4-chloro-2-(2-methoxyethyl)-5-phenylisothiazol-3(2H)-one 1,1-dioxide and 4-(difluoromethoxy)aniline in a similar manner as described for Examples 9 and 13. 1H NMR (400 MHz, CD3CN): δ 3.38 (s, 3H), 3.72 (t, 2H), 3.91 (t, 2H), 6.57 (t, 1H), 6.74-6.79 (m, 2H), 6.81-6.86 (m, 2H), 7.10-7.20 (m, 4H), 7.25-7.30 (m, 1H), 7.80 (bs, 1H); Mass Spectrum: M+H+ 425. The reactants are C[C@@H]1N(C[C@H](N(C1)S(=O)(=O)C1=CC=C(C=C1)F)C)C([C@@](C(F)(F)F)(C)O)=O ((R)-[(2S,5R)-2-Methyl-5-methyl-4-(4-fluorophenylsulphonyl)-1-(3,3,3-trifluoro-2-hydroxy-2-methylpropionyl)piperazine]), C(O)CN (ethanolamine), [Cl-].[NH4+] (ammonium chloride). Solvent: CN1C(CCC1)=O (1-methyl-2-pyrrolidone). Reaction conditions: temperature 120 celsius. Product: C[C@@H]1N(C[C@H](N(C1)S(=O)(=O)C1=CC=C(C=C1)NCCO)C)C([C@@](C(F)(F)F)(C)O)=O ((R)-{(2S,5R)-2-Methyl-5-methyl-4-[4-(2-hydroxyethylamino)phenylsulphonyl]-1-(3,3,3-trifluoro-2-hydroxy-2-methylpropionyl)piperazine}). Isolated yield 37.6%. As a reaction SMILES: [CH3:1][C@H:2]1[CH2:7][N:6]([S:8]([C:11]2[CH:16]=[CH:15][C:14](F)=[CH:13][CH:12]=2)(=[O:10])=[O:9])[C@H:5]([CH3:18])[CH2:4][N:3]1[C:19](=[O:27])[C@:20]([OH:26])([CH3:25])[C:21]([F:24])([F:23])[F:22].[CH2:28]([CH2:30][NH2:31])[OH:29].[Cl-].[NH4+]>CN1CCCC1=O>[CH3:1][C@H:2]1[CH2:7][N:6]([S:8]([C:11]2[CH:16]=[CH:15][C:14]([NH:31][CH2:30][CH2:28][OH:29])=[CH:13][CH:12]=2)(=[O:10])=[O:9])[C@H:5]([CH3:18])[CH2:4][N:3]1[C:19](=[O:27])[C@:20]([OH:26])([CH3:25])[C:21]([F:24])([F:22])[F:23] |f:2.3|. Procedure: To a solution of (R)-[(2S,5R)-2-methyl-5-methyl-5-methyl-4-(4-fluorophenylsulphonyl)-1-(3,3,3-trifluoro-2-hydroxy-2-methylpropionyl)piperazine] (Example 6, 350 mg, 0.85 mmol) in 1-methyl-2-pyrrolidone (2 ml) was added ethanolamine (114 mg, 1.87 mmol) and the mixture heated at 120° C. for 24 hours. The mixture was cooled to ambient temperature, poured onto saturated ammonium chloride solution (30 ml), the mixture extracted with diethyl ether (2×30 ml), the combined ether extracts washed with brin...